Dataset: the Open Reaction Database (ORD), a public repository of structured organic reaction records. Task: describe an organic reaction: reactants, conditions, products, and yield Reactants: C1(=CC=CC=C1)S(=O)(=O)CC1=C(C(=CC=C1)OCCCl)[N+](=O)[O-] (1-benzenesulfonylmethyl-3-(2-chloro-ethoxy)-2-nitrobenzene), O.NN (Hydrazine hydrate). Reagents/catalysts: [Pd] (Pd/C). Solvent: C(C)O (ethanol). Reaction conditions: temperature 60 celsius. Yields the product C1(=CC=CC=C1)S(=O)(=O)CC1=C(C(=CC=C1)OCCCl)N (2-Benzenesulfonylmethyl-6-(2-chloro-ethoxy)-phenylamine), solid. Isolated yield 95.6%. RXN SMILES: [C:1]1([S:7]([CH2:10][C:11]2[CH:16]=[CH:15][CH:14]=[C:13]([O:17][CH2:18][CH2:19][Cl:20])[C:12]=2[N+:21]([O-])=O)(=[O:9])=[O:8])[CH:6]=[CH:5][CH:4]=[CH:3][CH:2]=1.O.NN>C(O)C.[Pd]>[C:1]1([S:7]([CH2:10][C:11]2[CH:16]=[CH:15][CH:14]=[C:13]([O:17][CH2:18][CH2:19][Cl:20])[C:12]=2[NH2:21])(=[O:9])=[O:8])[CH:2]=[CH:3][CH:4]=[CH:5][CH:6]=1 |f:1.2|. Procedure: A mixture of 1-benzenesulfonylmethyl-3-(2-chloro-ethoxy)-2-nitrobenzene (0.57 g, 1.6 mmoles) in ethanol (10 mL) was stirred under nitrogen in a round bottom flask at 60° C. 10% Pd/C was added, and the temperature was increased to 80° C. Hydrazine hydrate (1.5 mL) was added dropwise and the mixture was stirred at reflux for 3 hours. Reaction mixture was filtered off through Celite, and the solution was washed with H2O (3×), dried over Na2SO4, and concentrated under vacuum to afford the title comp... Reactants: C(=O)(OCC)C1=CC=C(C=C1)CCN (2-(4-carboethoxyphenyl)ethylamine), C(C1=CC=CC=C1)(=O)NC=1SC(=C(N1)C)C(CBr)=O (2-benzoylamino-4-methyl-5-bromoacetyl-thiazole). The solvent is C(C)N(CC)CC (triethylamine). Yields the product C(=O)(OCC)C1=CC=C(C=C1)CCNCC(C1=C(N=C(S1)NC(C1=CC=CC=C1)=O)C)O (N-[2-(4-Carboethoxyphenyl)ethyl]-2-hydroxy-2-(2-benzoylamino-4-methyl-thiazol-5-yl)ethanamine). Reaction SMILES: [C:1]([C:6]1[CH:11]=[CH:10][C:9]([CH2:12][CH2:13][NH2:14])=[CH:8][CH:7]=1)([O:3][CH2:4][CH3:5])=[O:2].[C:15]([NH:23][C:24]1[S:25][C:26]([C:30](=[O:33])[CH2:31]Br)=[C:27]([CH3:29])[N:28]=1)(=[O:22])[C:16]1[CH:21]=[CH:20][CH:19]=[CH:18][CH:17]=1>C(N(CC)CC)C>[C:1]([C:6]1[CH:11]=[CH:10][C:9]([CH2:12][CH2:13][NH:14][CH2:31][CH:30]([OH:33])[C:26]2[S:25][C:24]([NH:23][C:15](=[O:22])[C:16]3[CH:17]=[CH:18][CH:19]=[CH:20][CH:21]=3)=[N:28][C:27]=2[CH3:29])=[CH:8][CH:7]=1)([O:3][CH2:4][CH3:5])=[O:2]. Procedure: Prepared analogously to Example 3 by reaction of 2-(4-carboethoxyphenyl)ethylamine and stoichiometric amounts of triethylamine with 2-benzoylamino-4-methyl-5-bromoacetyl-thiazole, followed by reduction and purification of the base on a silica gel column using chloroform/methanol=9:1 as eluant and trituration with petroleum ether. Reactants: CS(=O)c1cc([N+](=O)[O-])c(Cl)cc1Cl, ClCCl, [Na+], O=C([O-])O, O=C(OO)c1cccc(Cl)c1. The product is CS(=O)(=O)c1cc([N+](=O)[O-])c(Cl)cc1Cl. RXN SMILES: [Cl:1][c:2]1[c:3]([S:12](=[O:13])[CH3:14])[cH:4][c:5]([N+:9](=[O:10])[O-:11])[c:6]([Cl:8])[cH:7]1.[Cl:31][CH2:32][Cl:33].[Na+:30].[O-:26][C:27]([OH:28])=[O:29].[OH:15][O:16][C:17]([c:18]1[cH:19][c:20]([Cl:21])[cH:22][cH:23][cH:24]1)=[O:25]>>[Cl:1][c:2]1[c:3]([S:12](=[O:13])([CH3:14])=[O:15])[cH:4][c:5]([N+:9](=[O:10])[O-:11])[c:6]([Cl:8])[cH:7]1. Reactants: [Ca+2], [Cl-], [Cl-], CCOc1ccc2c(c1)CCc1c(Cl)cccc1S2, [Cu+2], N#C[Cu]C#N, N, O, O, O=S(=O)([O-])[O-]. Product: CCOc1ccc2c(c1)CCc1c(C#N)cccc1S2. Reaction SMILES: [Ca+2:27].[Cl-:25].[Cl-:26].[Cl:1][c:2]1[cH:3][cH:4][cH:5][c:6]2[c:7]1[CH2:8][CH2:9][c:10]1[c:11]([cH:13][cH:14][c:15]([O:17][CH2:18][CH3:19])[cH:16]1)[S:12]2.[Cu+2:35].[Cu:20]([C:21]#[N:22])[C:23]#[N:24].[NH3:29].[OH2:28].[OH2:36].[S:30]([O-:31])([O-:32])(=[O:33])=[O:34]>>[c:2]1([C:21]#[N:22])[cH:3][cH:4][cH:5][c:6]2[c:7]1[CH2:8][CH2:9][c:10]1[c:11]([cH:13][cH:14][c:15]([O:17][CH2:18][CH3:19])[cH:16]1)[S:12]2. Reactants: CN(C)C=O, Cc1oncc1C(=O)O, O=C(Cl)C(=O)Cl, Nc1cnc(Cl)c(N)n1, ClCCl, c1ccncc1. Product: Cc1oncc1C(=O)Nc1cnc(Cl)c(N)n1. RXN SMILES: [CH3:16][N:17]([CH3:18])[CH:19]=[O:20].[CH3:7][c:8]1[c:9]([C:13](=[O:14])[OH:15])[cH:10][n:11][o:12]1.[Cl:1][C:2]([C:3]([Cl:4])=[O:5])=[O:6].[Cl:21][c:22]1[c:23]([NH2:29])[n:24][c:25]([NH2:28])[cH:26][n:27]1.[Cl:30][CH2:31][Cl:32].[cH:33]1[cH:34][cH:35][n:36][cH:37][cH:38]1>>[CH3:7][c:8]1[c:9]([C:13](=[O:15])[NH:28][c:25]2[n:24][c:23]([NH2:29])[c:22]([Cl:21])[n:27][cH:26]2)[cH:10][n:11][o:12]1. Procedure: The title compound was prepared according to the procedure described in Example-3 using 1-(2,6-dichlorophenyl)-3-(4-iodo-3-methoxyphenyl)-1H-1,2,4-triazol-5(4H)-one (Intermediate-45, 0.070 g, 0.15 mmol), 2-chloro-1-ethynyl-4-(trifluoromethyl)benzene (Intermediate-25, 0.046 g, 0.22 mmol), TBAF (0.080 g, 0.30 mmol), bis(triphenylphosphine)palladium(II) chloride (0.020 g, 0.022 mmol) and DMSO (3.0 mL) at 80° C. to afford 0.020 g of the desired product. 1H NMR (300 MHz, DMSO d6): δ 3.95 (s, 3H), 7.5... Reaction SMILES: [Cl:1][C:2]1[CH:7]=[CH:6][CH:5]=[C:4]([Cl:8])[C:3]=1[N:9]1[C:13](=[O:14])[NH:12][C:11]([C:15]2[CH:20]=[CH:19][C:18](I)=[C:17]([O:22][CH3:23])[CH:16]=2)=[N:10]1.[Cl:24][C:25]1[CH:30]=[C:29]([C:31]([F:34])([F:33])[F:32])[CH:28]=[CH:27][C:26]=1[C:35]#[CH:36].CCCC[N+](CCCC)(CCCC)CCCC.[F-]>Cl[Pd](Cl)([P](C1C=CC=CC=1)(C1C=CC=CC=1)C1C=CC=CC=1)[P](C1C=CC=CC=1)(C1C=CC=CC=1)C1C=CC=CC=1.CS(C)=O>[Cl:24][C:25]1[CH:30]=[C:29]([C:31]([F:32])([F:33])[F:34])[CH:28]=[CH:27][C:26]=1[C:35]#[C:36][C:18]1[CH:19]=[CH:20][C:15]([C:11]2[NH:12][C:13](=[O:14])[N:9]([C:3]3[C:2]([Cl:1])=[CH:7][CH:6]=[CH:5][C:4]=3[Cl:8])[N:10]=2)=[CH:16][C:17]=1[O:22][CH3:23] |f:2.3,^1:57,76|. Yields the product ClC1=C(C=CC(=C1)C(F)(F)F)C#CC1=C(C=C(C=C1)C1=NN(C(N1)=O)C1=C(C=CC=C1Cl)Cl)OC (3-(4-((2-Chloro-4-(trifluoromethyl)phenyl)ethynyl)-3-methoxyphenyl)-1-(2,6-dichlorophenyl)-1H-1,2,4-triazol-5(4H)-one). The solvent is CS(=O)C (DMSO). Yield: 24.7%. Reagents/catalysts: Cl[Pd]([P](C1=CC=CC=C1)(C2=CC=CC=C2)C3=CC=CC=C3)([P](C4=CC=CC=C4)(C5=CC=CC=C5)C6=CC=CC=C6)Cl (bis(triphenylphosphine)palladium(II) chloride). The reactants are ClC1=C(C(=CC=C1)Cl)N1N=C(NC1=O)C1=CC(=C(C=C1)I)OC (1-(2,6-dichlorophenyl)-3-(4-iodo-3-methoxyphenyl)-1H-1,2,4-triazol-5(4H)-one), ClC1=C(C=CC(=C1)C(F)(F)F)C#C (2-chloro-1-ethynyl-4-(trifluoromethyl)benzene), CCCC[N+](CCCC)(CCCC)CCCC.[F-] (TBAF). Reactants: [N+](=O)([O-])C1=CC2=C(CCCCC2=O)C=C1 (3-nitro-6,7,8,9-tetrahydrobenzocyclohepten-5-one), [Cl-].[NH4+] (ammonium chloride). Reagents/catalysts: [Fe] (iron). The solvent is C(C)O (ethanol), O (water). Yields the product NC1=CC2=C(CCCCC2=O)C=C1 (3-amino-6,7,8,9-tetrahydrobenzocyclohepten-5-one). The yield is 101.3%. Reaction SMILES: [N+:1]([C:4]1[CH:15]=[CH:14][C:7]2[CH2:8][CH2:9][CH2:10][CH2:11][C:12](=[O:13])[C:6]=2[CH:5]=1)([O-])=O.[Cl-].[NH4+]>C(O)C.O.[Fe]>[NH2:1][C:4]1[CH:15]=[CH:14][C:7]2[CH2:8][CH2:9][CH2:10][CH2:11][C:12](=[O:13])[C:6]=2[CH:5]=1 |f:1.2|. Reported procedure: A mixture of 3-nitro-6,7,8,9-tetrahydrobenzocyclohepten-5-one (14.87 g), iron (14.87 g) and ammonium chloride (2.0 g) in ethanol (200 ml) and water (40 ml) was refluxed for 5 hours, and filtered. The filtrate was evaporated in vacuo to afford 3-amino-6,7,8,9-tetrahydrobenzocyclohepten-5-one (12.86 g).